From a dataset of the Open Reaction Database (ORD), a public repository of structured organic reaction records. describe an organic reaction: reactants, conditions, products, and yield Reactants: Brc1ccc2cncnc2c1, CCCC[Sn](CCCC)(CCCC)c1cnc(NC(=O)OC(C)(C)C)s1, [Cl-], [Li+], CN(C)C=O, c1ccc(P(c2ccccc2)(c2ccccc2)[Pd](P(c2ccccc2)(c2ccccc2)c2ccccc2)(P(c2ccccc2)(c2ccccc2)c2ccccc2)P(c2ccccc2)(c2ccccc2)c2ccccc2)cc1. Yields the product CC(C)(C)OC(=O)Nc1ncc(-c2ccc3cncnc3c2)s1. Reaction SMILES: [Br:3][c:4]1[cH:5][cH:6][c:7]2[cH:8][n:9][cH:10][n:11][c:12]2[cH:13]1.[CH2:14]([Sn:15]([CH2:16][CH2:17][CH2:18][CH3:32])([c:19]1[cH:20][n:21][c:22]([NH:24][C:25]([O:26][C:27]([CH3:28])([CH3:29])[CH3:30])=[O:31])[s:23]1)[CH2:33][CH2:34][CH2:35][CH3:36])[CH2:37][CH2:38][CH3:39].[Cl-:1].[Li+:2].[O:40]=[CH:41][N:42]([CH3:43])[CH3:44].[cH:45]1[cH:46][cH:47][c:48]([P:49]([Pd:50]([P:51]([c:52]2[cH:53][cH:54][cH:55][cH:56][cH:57]2)([c:58]2[cH:59][cH:60][cH:61][cH:62][cH:63]2)[c:64]2[cH:65][cH:66][cH:67][cH:68][cH:69]2)([P:70]([c:71]2[cH:72][cH:73][cH:74][cH:75][cH:76]2)([c:77]2[cH:78][cH:79][cH:80][cH:81][cH:82]2)[c:83]2[cH:84][cH:85][cH:86][cH:87][cH:88]2)[P:89]([c:90]2[cH:91][cH:92][cH:93][cH:94][cH:95]2)([c:96]2[cH:97][cH:98][cH:99][cH:100][cH:101]2)[c:102]2[cH:103][cH:104][cH:105][cH:106][cH:107]2)([c:108]2[cH:109][cH:110][cH:111][cH:112][cH:113]2)[c:114]2[cH:115][cH:116][cH:117][cH:118][cH:119]2)[cH:120][cH:121]1>>[c:4]1(-[c:19]2[cH:20][n:21][c:22]([NH:24][C:25]([O:26][C:27]([CH3:28])([CH3:29])[CH3:30])=[O:31])[s:23]2)[cH:5][cH:6][c:7]2[cH:8][n:9][cH:10][n:11][c:12]2[cH:13]1. Starting materials: CNC, CO, CCOC(=O)Cn1nc(N)c2cc3cc(OC)ccc3nc21. The product is COc1ccc2nc3c(cc2c1)c(N)nn3CC(=O)N(C)C. As a reaction SMILES: [CH3:1][NH:2][CH3:3].[CH3:26][OH:27].[NH2:4][c:5]1[n:6][n:7]([CH2:20][C:21]([O:23][CH2:22][CH3:24])=[O:25])[c:8]2[n:9][c:10]3[cH:11][cH:12][c:13]([O:18][CH3:19])[cH:14][c:15]3[cH:16][c:17]12>>[CH3:1][N:2]([CH3:3])[C:21]([CH2:20][n:7]1[n:6][c:5]([NH2:4])[c:17]2[c:8]1[n:9][c:10]1[cH:11][cH:12][c:13]([O:18][CH3:19])[cH:14][c:15]1[cH:16]2)=[O:23]. The reactants are [C-]#N, [C-]#N, COC(=O)c1ccc(OS(=O)(=O)C(F)(F)F)c([N+](=O)[O-])c1, CN(C)C=O, [Zn+2], c1ccc(P(c2ccccc2)(c2ccccc2)[Pd](P(c2ccccc2)(c2ccccc2)c2ccccc2)(P(c2ccccc2)(c2ccccc2)c2ccccc2)P(c2ccccc2)(c2ccccc2)c2ccccc2)cc1. Yields the product COC(=O)c1ccc(C#N)c([N+](=O)[O-])c1. As a reaction SMILES: [C-:27]#[N:28].[C-:30]#[N:31].[CH3:1][O:2][C:3]([c:4]1[cH:5][c:6]([N+:18](=[O:19])[O-:20])[c:7]([O:10][S:11]([C:12]([F:13])([F:14])[F:15])(=[O:16])=[O:17])[cH:8][cH:9]1)=[O:21].[CH3:22][N:23]([CH3:24])[CH:25]=[O:26].[Zn+2:29].[cH:32]1[cH:33][cH:34][c:35]([P:36]([Pd:37]([P:38]([c:39]2[cH:40][cH:41][cH:42][cH:43][cH:44]2)([c:45]2[cH:46][cH:47][cH:48][cH:49][cH:50]2)[c:51]2[cH:52][cH:53][cH:54][cH:55][cH:56]2)([P:57]([c:58]2[cH:59][cH:60][cH:61][cH:62][cH:63]2)([c:64]2[cH:65][cH:66][cH:67][cH:68][cH:69]2)[c:70]2[cH:71][cH:72][cH:73][cH:74][cH:75]2)[P:76]([c:77]2[cH:78][cH:79][cH:80][cH:81][cH:82]2)([c:83]2[cH:84][cH:85][cH:86][cH:87][cH:88]2)[c:89]2[cH:90][cH:91][cH:92][cH:93][cH:94]2)([c:95]2[cH:96][cH:97][cH:98][cH:99][cH:100]2)[c:101]2[cH:102][cH:103][cH:104][cH:105][cH:106]2)[cH:107][cH:108]1>>[CH3:1][O:2][C:3]([c:4]1[cH:5][c:6]([N+:18](=[O:19])[O-:20])[c:7]([C:22]#[N:23])[cH:8][cH:9]1)=[O:21]. Reactants: ClC1=C(C=CC(=C1)Cl)O (2,4-dichlorophenol), ClS(=O)(=O)O (chlorosulfonic acid), O=S(Cl)Cl (SOCl2). Run at temperature 25 celsius, time 15 minute. Yields the product OC1=C(C=C(C=C1Cl)Cl)S(=O)(=O)Cl (2-hydroxy-3,5-dichlorobenzenesulfonyl chloride). Isolated yield 94.0%. As a reaction SMILES: [Cl:1][C:2]1[CH:7]=[C:6]([Cl:8])[CH:5]=[CH:4][C:3]=1[OH:9].[Cl:10][S:11](O)(=[O:13])=[O:12].O=S(Cl)Cl>>[OH:9][C:3]1[C:2]([Cl:1])=[CH:7][C:6]([Cl:8])=[CH:5][C:4]=1[S:11]([Cl:10])(=[O:13])=[O:12]. Procedure details: Molten 2,4-dichlorophenol (82.7 g) was contacted with 166 ml of chlorosulfonic acid at 37°-40° C. over a 1 hour period. After a 15 minute hold at 40° C. the reaction was cooled to 25° C. and 73 ml of SOCl2 was added. The temperature was raised to 32° C. for 40 minutes and then allowed to cool to 25° C. over 1 hour. The reaction mixture was quenched onto ice. Filtration and drying afforded 126.7 g of 99% pure 2-hydroxy-3,5-dichlorobenzenesulfonyl chloride (C) (94% yield). Starting materials: COC(=O)c1ccc(Nc2cc(Br)cn(C)c2=O)nc1, ClCCl, CC(C)C[AlH]CC(C)C. Yields the product Cn1cc(Br)cc(Nc2ccc(CO)cn2)c1=O. As a reaction SMILES: [Br:1][c:2]1[cH:3][c:4]([NH:10][c:11]2[n:12][cH:13][c:14]([C:15](=[O:16])[O:17][CH3:18])[cH:19][cH:20]2)[c:5](=[O:9])[n:6]([CH3:8])[cH:7]1.[CH2:30]([Cl:31])[Cl:32].[CH3:21][CH:22]([CH2:23][AlH:24][CH2:25][CH:26]([CH3:27])[CH3:28])[CH3:29]>>[Br:1][c:2]1[cH:3][c:4]([NH:10][c:11]2[n:12][cH:13][c:14]([CH2:15][OH:16])[cH:19][cH:20]2)[c:5](=[O:9])[n:6]([CH3:8])[cH:7]1. The reactants are ClC=1C=C(C=CC1F)NC=1C2=C(N=CN1)SC1=C2CNC1 (N-(3-Chloro-4-fluorophenyl)-6,7-dihydro-5H-pyrrolo[3′,4′:4,5]thieno[2,3-d]pyrimidin-4-amine), Cl.CN(C/C=C/C(=O)O)C ((2E)-4-(Dimethylamino)but-2-enoic acid hydrochloride). Yields the product ClC=1C=C(C=CC1F)NC=1C2=C(N=CN1)SC1=C2CN(C1)C(\C=C\CN(C)C)=O (N-(3-Chloro-4-fluorophenyl)-6-[(2E)-4-(dimethylamino)but-2-enoyl]-6,7-dihydro-5H-pyrrolo[3′,4′:4,5]thieno[2,3-d]pyrimidin-4-amine). As a reaction SMILES: [Cl:1][C:2]1[CH:3]=[C:4]([NH:9][C:10]2[C:11]3[C:18]4[CH2:19][NH:20][CH2:21][C:17]=4[S:16][C:12]=3[N:13]=[CH:14][N:15]=2)[CH:5]=[CH:6][C:7]=1[F:8].Cl.[CH3:23][N:24]([CH3:31])[CH2:25]/[CH:26]=[CH:27]/[C:28](O)=[O:29]>>[Cl:1][C:2]1[CH:3]=[C:4]([NH:9][C:10]2[C:11]3[C:18]4[CH2:19][N:20]([C:28](=[O:29])/[CH:27]=[CH:26]/[CH2:25][N:24]([CH3:31])[CH3:23])[CH2:21][C:17]=4[S:16][C:12]=3[N:13]=[CH:14][N:15]=2)[CH:5]=[CH:6][C:7]=1[F:8] |f:1.2|. Procedure details: In analogy to Example 89, the title compound was prepared from N-(3-chloro-4-fluorophenyl)-6,7-dihydro-5H-pyrrolo[3′,4′:4,5]thieno[2,3-d]pyrimidin-4-amine from Example 23A (60 mg, 0.19 mmol) and (2E)-4-(dimethylamino)but-2-enoic acid hydrochloride from Example 1A (43 mg, 0.26 mmol) to yield 17 mg (21%). Reactants: CCO, CC(c1ccccc1)N1CC(CCOc2ccc([N+](=O)[O-])cc2)C1. Yields the product CC(c1ccccc1)N1CC(CCOc2ccc(N)cc2)C1. Reaction SMILES: [CH3:25][CH2:26][OH:27].[N+:1]([O-:2])(=[O:3])[c:4]1[cH:5][cH:6][c:7]([O:8][CH2:9][CH2:10][CH:11]2[CH2:12][N:13]([CH:15]([CH3:16])[c:17]3[cH:18][cH:19][cH:20][cH:21][cH:22]3)[CH2:14]2)[cH:23][cH:24]1>>[NH2:1][c:4]1[cH:5][cH:6][c:7]([O:8][CH2:9][CH2:10][CH:11]2[CH2:12][N:13]([CH:15]([CH3:16])[c:17]3[cH:18][cH:19][cH:20][cH:21][cH:22]3)[CH2:14]2)[cH:23][cH:24]1. Starting materials: OCC1=CN=CN1C1C(OC(C2=CC=CC=C12)=O)(C)C (4-(5-hydroxymethyl-imidazol-1-yl)-3,3-dimethyl-isochroman-1-one), S(=O)(=O)([O-])[O-].[Mg+2] (magnesium sulfate), N (ammonia). Reagents/catalysts: [O-2].[O-2].[Mn+4] (Manganese dioxide). Run in C1CCOC1 (THF). Run at time 48 hour. Yields the product CC1(OC(C2=CC=CC=C2C1N1C=NC=C1C#N)=O)C (3-(3,3-dimethyl-1-oxo-isochroman-4-yl)-3H-imidazole-4-carbonitrile). RXN SMILES: O[CH2:2][C:3]1[N:7]([CH:8]2[C:17]3[C:12](=[CH:13][CH:14]=[CH:15][CH:16]=3)[C:11](=[O:18])[O:10][C:9]2([CH3:20])[CH3:19])[CH:6]=[N:5][CH:4]=1.S([O-])([O-])(=O)=O.[Mg+2].[NH3:27]>C1COCC1.[O-2].[O-2].[Mn+4]>[CH3:19][C:9]1([CH3:20])[CH:8]([N:7]2[C:3]([C:2]#[N:27])=[CH:4][N:5]=[CH:6]2)[C:17]2[C:12](=[CH:13][CH:14]=[CH:15][CH:16]=2)[C:11](=[O:18])[O:10]1 |f:1.2,5.6.7|. Procedure details: To a solution of 4-(5-hydroxymethyl-imidazol-1-yl)-3,3-dimethyl-isochroman-1-one (1.0 g, 3.76 mmol) (Example 6d) in THF (30 mL) is added magnesium sulfate (4.79 g, 0.055 mol) and ammonia (2M isopropanol, 9 mL, 0.018 mol). Manganese dioxide (9 mL, 0.055 mol) is then added and the reaction mixture is stirred at room temperature for 48 h. Filtration through celite and concentration in vacuo affords a residue, which is purified by reverse-phase HPLC to give 3-(3,3-dimethyl-1-oxo-isochroman-4-yl)-3H-... Reactants: CCOc1cc(CC(=O)NC(c2ccccc2)c2ccccc2N2CCCCC2)ccc1C(=O)NNS(=O)(=O)c1ccc(C)cc1, [Na+], [Na+], O=C([O-])[O-], OCCO. Product: CCOc1cc(CC(=O)NC(c2ccccc2)c2ccccc2N2CCCCC2)ccc1C=O. As a reaction SMILES: [CH2:7]([CH3:8])[O:9][c:10]1[c:11]([C:12](=[O:13])[NH:14][NH:15][S:16]([c:17]2[cH:18][cH:19][c:20]([CH3:21])[cH:22][cH:23]2)(=[O:24])=[O:25])[cH:26][cH:27][c:28]([CH2:30][C:31](=[O:32])[NH:33][CH:34]([c:35]2[c:36]([N:41]3[CH2:42][CH2:43][CH2:44][CH2:45][CH2:46]3)[cH:37][cH:38][cH:39][cH:40]2)[c:47]2[cH:48][cH:49][cH:50][cH:51][cH:52]2)[cH:29]1.[Na+:1].[Na+:2].[O-:3][C:4](=[O:5])[O-:6].[OH:53][CH2:54][CH2:55][OH:56]>>[CH2:7]([CH3:8])[O:9][c:10]1[c:11]([CH:12]=[O:13])[cH:26][cH:27][c:28]([CH2:30][C:31](=[O:32])[NH:33][CH:34]([c:35]2[c:36]([N:41]3[CH2:42][CH2:43][CH2:44][CH2:45][CH2:46]3)[cH:37][cH:38][cH:39][cH:40]2)[c:47]2[cH:48][cH:49][cH:50][cH:51][cH:52]2)[cH:29]1.